From a dataset of the Open Reaction Database (ORD), a public repository of structured organic reaction records. describe an organic reaction: reactants, conditions, products, and yield Starting materials: BrC1=CC2=C(N(C(CN=C2C=2C=C(C#N)C=CC2)=O)C)C=C1OC (3-(7-bromo-8-methoxy-1-methyl-2-oxo-2,3-dihydro-1H-benzo[e][1,4]diazepin-5-yl)-benzonitrile), C1(=CC=CC=C1)B(O)O (benzene boronic acid), COC1=CC=C(C=C1)B(O)O (p-methoxyphenyl boronic acid). Product: COC=1C(=CC2=C(N(C(CN=C2C=2C=C(C#N)C=CC2)=O)C)C1)C1=CC=C(C=C1)OC (3-[8-Methoxy-7-(4-methoxy-phenyl)-1-methyl-2-oxo-2,3-dihydro-1H-benzo[e][1,4]diazepin-5-yl]-benzonitrile). Isolated yield 53.0%. As a reaction SMILES: Br[C:2]1[C:22]([O:23][CH3:24])=[CH:21][C:5]2[N:6]([CH3:20])[C:7](=[O:19])[CH2:8][N:9]=[C:10]([C:11]3[CH:12]=[C:13]([CH:16]=[CH:17][CH:18]=3)[C:14]#[N:15])[C:4]=2[CH:3]=1.C1(B(O)O)C=CC=CC=1.[CH3:34][O:35][C:36]1[CH:41]=[CH:40][C:39](B(O)O)=[CH:38][CH:37]=1>>[CH3:24][O:23][C:22]1[C:2]([C:39]2[CH:40]=[CH:41][C:36]([O:35][CH3:34])=[CH:37][CH:38]=2)=[CH:3][C:4]2[C:10]([C:11]3[CH:12]=[C:13]([CH:16]=[CH:17][CH:18]=3)[C:14]#[N:15])=[N:9][CH2:8][C:7](=[O:19])[N:6]([CH3:20])[C:5]=2[CH:21]=1. Reported procedure: Prepared from 3-(7-bromo-8-methoxy-1-methyl-2-oxo-2,3-dihydro-1H-benzo[e][1,4]diazepin-5-yl)-benzonitrile Intermediate 9 using the same method described for Example 1 and instead of using benzene boronic acid, we used p-methoxyphenyl boronic acid. The title compound (85 mg) was obtained as a white solid, (yield=53%). Starting materials: O.NN (hydrazine hydrate), ON=C(CCN1C(C=2C(C1=O)=CC=CC2)=O)C (N-[3-(N-hydroxyimino)butyl]phthalimide), ClC1=C2NC=NC2=NC=N1 (6-chloropurine), C(C)N(C(C)C)C(C)C (ethyldiisopropylamine). Run in CCOCC (ether), CO (methanol), O (water). Run at time 1 hour. The product is ON=C(CCNC1=C2NC=NC2=NC=N1)C (N6 -[3-(N-hydroxyimino)butyl]adenine). Isolated yield 41.0%. RXN SMILES: [OH:1][N:2]=[C:3]([CH3:17])[CH2:4][CH2:5][N:6]1C(=O)C2=CC=CC=C2C1=O.O.NN.Cl[C:22]1[N:30]=[CH:29][N:28]=[C:27]2[C:23]=1[NH:24][CH:25]=[N:26]2.C(N(C(C)C)C(C)C)C>CO.O.CCOCC>[OH:1][N:2]=[C:3]([CH3:17])[CH2:4][CH2:5][NH:6][C:22]1[N:30]=[CH:29][N:28]=[C:27]2[C:23]=1[NH:24][CH:25]=[N:26]2 |f:1.2|. Procedure details: 0.232 g (1.00 mmol) of N-[3-(N-hydroxyimino)butyl]phthalimide was dissolved in 6 ml of methanol and to the solution was added 60 μl (1.2 mmol) of hydrazine hydrate, followed by being refluxed for 5 hours. The reaction mixture was cooled to room temperature and then, 20 ml of ether was added thereto and the mixture was left to stand at 0° C. for 1 hour to sufficiently precipitate solids. The solids were removed by suction filtration and the filtrate was dried over sodium sulfate and concentrated ... The reactants are N1CCCCC1 (Piperidine), ClS(=O)(=O)C=1C=CC(=C(C(=O)OC)C1)O (methyl 5-(chlorosulfonyl)-2-hydroxybenzoate). Solvent: ClCCl (dichloromethane). Conditions: temperature 25 celsius, time 2 hour. Product: OC1=C(C(=O)OC)C=C(C=C1)S(=O)(=O)N1CCCCC1 (Methyl 2-hydroxy-5-(1-piperidinylsulfonyl)benzoate), crude product. As a reaction SMILES: [NH:1]1[CH2:6][CH2:5][CH2:4][CH2:3][CH2:2]1.Cl[S:8]([C:11]1[CH:12]=[CH:13][C:14]([OH:21])=[C:15]([CH:20]=1)[C:16]([O:18][CH3:19])=[O:17])(=[O:10])=[O:9]>ClCCl>[OH:21][C:14]1[CH:13]=[CH:12][C:11]([S:8]([N:1]2[CH2:6][CH2:5][CH2:4][CH2:3][CH2:2]2)(=[O:10])=[O:9])=[CH:20][C:15]=1[C:16]([O:18][CH3:19])=[O:17]. Reported procedure: Piperidine (849 mg, 9.97 mmol) was added dropwise to methyl 5-(chlorosulfonyl)-2-hydroxybenzoate (may be prepared as described in Description 60; 500 mg, 2.00 mmol) in dichloromethane (20 ml) at 25° C., and the mixture was allowed to stir at 25° C. for 2 h. The mixture was then concentrated in vacuo to yield the title compound as a crude product. 430 mg.